Task: describe an organic reaction: reactants, conditions, products, and yield. Dataset: the Open Reaction Database (ORD), a public repository of structured organic reaction records The reactants are BrC=1C=CC=2N3C4=C(C=C(C=C4C2C1)O)C(C=C3)=O (10-bromo-2-hydroxy-4H-pyrido[3,2,1-jk]carbazole-4-one), ice water, C([O-])([O-])=O.[K+].[K+] (potassium carbonate), ClCCCCO (4-chloro-1-butanol), [I-].[K+] (potassium iodide). Solvent: CS(=O)C (dimethyl sulfoxide). Run at time 30 minute. Yields the product BrC=1C=CC=2N3C4=C(C=C(C=C4C2C1)OCCCCO)C(C=C3)=O (10-bromo-2-(4-hydroxybutyloxy)-4H-pyrido[3,2,1-jk]carbazole-4-one). Isolated yield 52.0%. RXN SMILES: [Br:1][C:2]1[CH:3]=[CH:4][C:5]2[N:6]3[CH:18]=[CH:17][C:16](=[O:19])[C:8]4[CH:9]=[C:10]([OH:15])[CH:11]=[C:12]([C:13]=2[CH:14]=1)[C:7]3=4.C(=O)([O-])[O-].[K+].[K+].Cl[CH2:27][CH2:28][CH2:29][CH2:30][OH:31].[I-].[K+]>CS(C)=O>[Br:1][C:2]1[CH:3]=[CH:4][C:5]2[N:6]3[CH:18]=[CH:17][C:16](=[O:19])[C:8]4[CH:9]=[C:10]([O:15][CH2:27][CH2:28][CH2:29][CH2:30][OH:31])[CH:11]=[C:12]([C:13]=2[CH:14]=1)[C:7]3=4 |f:1.2.3,5.6|. Procedure: 10-bromo-2-hydroxy-4H-pyrido[3,2,1-jk]carbazole-4-one (250 mg) obtained in Example 59 was suspended in dimethyl sulfoxide (12 ml), and potassium carbonate (220 mg) was added to the suspension. The mixture was stirred at room temperature for 30 minutes and 4-chloro-1-butanol (0.095 ml) and potassium iodide (1 grain) were added to the mixture. The mixture was stirred at 80° C. in a hot water bath for 24 hours, and the reaction mixture was poured into ice water (100 ml), and extracted with ethyl ac... Starting materials: C[Si](C)(C)[N-][Si](C)(C)C.[Li+] (Lithium bis-(trimethylsilyl)amide), diethyl cyanomethylphosphate, C1CCOC1 (THF), ice water, FC(OC=1C=C(C=CC1OC(F)F)C(=O)C1=CC(=CC(=C1)OC)OC)F ((3,4-bis-difluoromethoxy-phenyl)-(3,5-dimethoxy-phenyl)-methanone), C1CCOC1 (THF), 3-(3,4-bis-difluoromethxoy-phenyl)-3-(3,5-dimethoxy-phenyl)-acrylonitrile, ( 3.80 ). Run at time 40 minute. Product: FC(OC=1C=C(C=CC1OC(F)F)C(=CC#N)C1=CC(=CC(=C1)OC)OC)F (3-(3,4-Bis-difluoromethoxy-phenyl)-3-(3,5-dimethoxy-phenyl)-acrylonitrile). RXN SMILES: C[Si]([N-:5][Si](C)(C)C)(C)C.[Li+].[F:11][CH:12]([F:36])[O:13][C:14]1[CH:15]=[C:16]([C:24]([C:26]2[CH:31]=[C:30]([O:32][CH3:33])[CH:29]=[C:28]([O:34][CH3:35])[CH:27]=2)=O)[CH:17]=[CH:18][C:19]=1[O:20][CH:21]([F:23])[F:22].[CH2:37]1[CH2:41]OCC1>>[F:11][CH:12]([F:36])[O:13][C:14]1[CH:15]=[C:16]([C:24]([C:26]2[CH:31]=[C:30]([O:32][CH3:33])[CH:29]=[C:28]([O:34][CH3:35])[CH:27]=2)=[CH:41][C:37]#[N:5])[CH:17]=[CH:18][C:19]=1[O:20][CH:21]([F:23])[F:22] |f:0.1|. Reported procedure: Lithium bis-(trimethylsilyl)amide (1M, 3.0 mL) was added dropwise to a stirred solution of diethyl cyanomethylphosphate (0.5 g, 3.0 mmol) in THF (10 mL) at 5-8° C. The mixture was stirred at room temperature for 40 min. A solution of (3,4-bis-difluoromethoxy-phenyl)-(3,5-dimethoxy-phenyl)-methanone (0.9 g, 2.5 mmol) in THF (20 mL) was added and the mixture was stirred at room temperature for 17 h. The resulting mixture was poured into ice water (100 mL) and extracted with CH2Cl2 (3×50 mL). The c... Starting materials: Nc1ccccc1S(=O)(=O)Cl, [NH4+], [OH-]. Product: Nc1ccccc1S(N)(=O)=O. Reaction SMILES: [NH2:1][c:2]1[c:3]([S:8](=[O:9])(=[O:10])[Cl:11])[cH:4][cH:5][cH:6][cH:7]1.[NH4+:12].[OH-:13]>>[NH2:1][c:2]1[c:3]([S:8](=[O:9])(=[O:10])[NH2:12])[cH:4][cH:5][cH:6][cH:7]1.